The task is: describe an organic reaction: reactants, conditions, products, and yield. This data is from the Open Reaction Database (ORD), a public repository of structured organic reaction records. The reactants are [N+](=O)([O-])C=1C=C2C(=CNC2=CC1)C=1CCN(CC1)C (5-nitro-3-(1-methyl-1,2,3,6-tetrahydropyridin-4-yl)-1H-indole), [H][H] (hydrogen), 60. The reagents and catalysts are [Pd] (palladium on carbon). Solvent: C(C)O (ethanol), Cl (HCl). The product is [N+](=O)([O-])C=1C=C2C=CNC2=CC1 (5-nitro-1H-indole). Yield: 208.0%. RXN SMILES: [N+:1]([C:4]1[CH:5]=[C:6]2[C:10](=[CH:11][CH:12]=1)[NH:9][CH:8]=[C:7]2C1CCN(C)CC=1)([O-:3])=[O:2].[H][H]>C(O)C.Cl.[Pd]>[N+:1]([C:4]1[CH:5]=[C:6]2[C:10](=[CH:11][CH:12]=1)[NH:9][CH:8]=[CH:7]2)([O-:3])=[O:2]. Procedure: To a solution of 38.2 gm (145 mMol) 5-nitro-3-(1-methyl-1,2,3,6-tetrahydropyridin-4-yl)-1H-indole in 1.9 L ethanol and 30 mL 5N HCl were added 10.0 gm 5% palladium on carbon. The reaction mixture was hydrogenated at ambient for 18 hours with an initial hydrogen pressure of 60 p.s.i. The reaction mixture was filtered and then concentrated under reduced pressure. The residue was dissolved in methanol and the solution filtered. This filtrate was concentrated under reduced pressure and the residue r...